From a dataset of the Open Reaction Database (ORD), a public repository of structured organic reaction records. describe an organic reaction: reactants, conditions, products, and yield The reactants are C1CCOC1, CO, O, COC(=O)C(CO[Si](C(C)C)(C(C)C)C(C)C)c1ccccc1. Product: CC(C)[Si](OCC(C(=O)O)c1ccccc1)(C(C)C)C(C)C. As a reaction SMILES: [CH2:24]1[O:25][CH2:26][CH2:27][CH2:28]1.[CH3:30][OH:31].[OH2:29].[c:1]1([CH:7]([C:8](=[O:9])[O:10][CH3:11])[CH2:12][O:13][Si:14]([CH:15]([CH3:16])[CH3:17])([CH:18]([CH3:19])[CH3:20])[CH:21]([CH3:22])[CH3:23])[cH:2][cH:3][cH:4][cH:5][cH:6]1>>[c:1]1([CH:7]([C:8](=[O:9])[OH:10])[CH2:12][O:13][Si:14]([CH:15]([CH3:16])[CH3:17])([CH:18]([CH3:19])[CH3:20])[CH:21]([CH3:22])[CH3:23])[cH:2][cH:3][cH:4][cH:5][cH:6]1. The reactants are N\C(\[C@H]1N(CCCC1)C(=O)OC(C)(C)C)=N/O (tert-butyl (Z)-(2S)-2-[amino(hydroxyimino)methyl]-1-piperidinecarboxylate), C(C1=CC=CC=C1)OC(=O)N1CCC(CC1)OCC(=O)O (2-(1-[(benzyloxy)carbonyl]-4-piperidyloxy)acetic acid). The product is N\C(\[C@H]1N(CCCC1)C(=O)OC(C)(C)C)=N/OC(COC1CCN(CC1)C(=O)OCC1=CC=CC=C1)=O (tert-butyl (Z)(2S)-2-[amino([2-(1-[(benzyloxy)carbonyl]-4 piperidyloxy)acetyl]oxyimino)methyl]-1-piperidinecarboxylate). RXN SMILES: [NH2:1]/[C:2](=[N:16]\[OH:17])/[C@@H:3]1[CH2:8][CH2:7][CH2:6][CH2:5][N:4]1[C:9]([O:11][C:12]([CH3:15])([CH3:14])[CH3:13])=[O:10].[CH2:18]([O:25][C:26]([N:28]1[CH2:33][CH2:32][CH:31]([O:34][CH2:35][C:36](O)=[O:37])[CH2:30][CH2:29]1)=[O:27])[C:19]1[CH:24]=[CH:23][CH:22]=[CH:21][CH:20]=1>>[NH2:1]/[C:2](=[N:16]\[O:17][C:36](=[O:37])[CH2:35][O:34][CH:31]1[CH2:32][CH2:33][N:28]([C:26]([O:25][CH2:18][C:19]2[CH:24]=[CH:23][CH:22]=[CH:21][CH:20]=2)=[O:27])[CH2:29][CH2:30]1)/[C@@H:3]1[CH2:8][CH2:7][CH2:6][CH2:5][N:4]1[C:9]([O:11][C:12]([CH3:14])([CH3:13])[CH3:15])=[O:10]. Procedure details: The title compound was prepared by a similar method to Preparation 5 from tert-butyl (Z)-(2S)-2-[amino(hydroxyimino)methyl]-1-piperidinecarboxylate [see Preparation 4] and 2-(1-[(benzyloxy)carbonyl]-4-piperidyloxy)acetic acid [see Preparation 92] to afford tert-butyl (Z)(2S)-2-[amino([2-(1-[(benzyloxy)carbonyl]-4 piperidyloxy)acetyl]oxyimino)methyl]-1-piperidinecarboxylate as a brown oil. The reactants are [O-]CC.[Na+] (Sodium ethoxide), NCCCOC=1C=C2C=CC(N(C2=CC1)C)=O (6-(3-amino-propoxy)-1-methyl-1H-quinolin-2-one), ClCCC(=O)NC1=C(C=CC=C1)C (3-chloro-N-o-tolyl-propionamide). Run in C(C)O (ethanol). Reaction conditions: temperature 60 celsius, time 5 hour. Yields the product CN1C(C=CC2=CC(=CC=C12)OCCCNCCC(=O)NC1=C(C=CC=C1)C)=O (3-[3-(1-Methyl-2-oxo-1,2-dihydro-quinolin-6-yloxy)-propylamino]-N-o-tolyl-propionamide). The yield is 58.5%. Reaction SMILES: [O-]CC.[Na+].[NH2:5][CH2:6][CH2:7][CH2:8][O:9][C:10]1[CH:11]=[C:12]2[C:17](=[CH:18][CH:19]=1)[N:16]([CH3:20])[C:15](=[O:21])[CH:14]=[CH:13]2.Cl[CH2:23][CH2:24][C:25]([NH:27][C:28]1[CH:33]=[CH:32][CH:31]=[CH:30][C:29]=1[CH3:34])=[O:26]>C(O)C>[CH3:20][N:16]1[C:17]2[C:12](=[CH:11][C:10]([O:9][CH2:8][CH2:7][CH2:6][NH:5][CH2:23][CH2:24][C:25]([NH:27][C:28]3[CH:33]=[CH:32][CH:31]=[CH:30][C:29]=3[CH3:34])=[O:26])=[CH:19][CH:18]=2)[CH:13]=[CH:14][C:15]1=[O:21] |f:0.1|. Reported procedure: Sodium ethoxide(34 mg) was added to an ethanol solution (5 ml) of 6-(3-amino-propoxy)-1-methyl-1H-quinolin-2-one (116 mg) and 3-chloro-N-o-tolyl-propionamide(148 mg). The mixture was stirred at 60° C. for 5 hours. The reaction mixture was condensed under reduced pressure. The residue was purified by silica gel column chromatography (dichloromethane: methanol=20:1→10:1). The purified product was condensed under reduced pressure to give the title compound(115 mg) as a white powder. The product is CN1CCN(c2cccc3c2CC(NC(=O)c2ccc(N4CCC(=O)CC4)cc2)CO3)CC1. As a reaction SMILES: [C:1]([n:2]1[cH:3][cH:4][n:5][cH:6]1)([n:7]1[cH:8][cH:9][n:10][cH:11]1)=[O:12].[CH3:47][N:48]([CH3:49])[CH:50]=[O:51].[N:13]1([c:20]2[cH:21][cH:22][c:23]([C:24](=[O:25])[OH:26])[cH:27][cH:28]2)[CH2:14][CH2:15][C:16](=[O:19])[CH2:17][CH2:18]1.[NH2:29][CH:30]1[CH2:31][O:32][c:33]2[c:34]([c:36]([N:40]3[CH2:41][CH2:42][N:43]([CH3:46])[CH2:44][CH2:45]3)[cH:37][cH:38][cH:39]2)[CH2:35]1>>[N:13]1([c:20]2[cH:21][cH:22][c:23]([C:24](=[O:26])[NH:29][CH:30]3[CH2:31][O:32][c:33]4[c:34]([c:36]([N:40]5[CH2:41][CH2:42][N:43]([CH3:46])[CH2:44][CH2:45]5)[cH:37][cH:38][cH:39]4)[CH2:35]3)[cH:27][cH:28]2)[CH2:14][CH2:15][C:16](=[O:19])[CH2:17][CH2:18]1. Starting materials: O=C(n1ccnc1)n1ccnc1, CN(C)C=O, O=C1CCN(c2ccc(C(=O)O)cc2)CC1, CN1CCN(c2cccc3c2CC(N)CO3)CC1. The reactants are COCCCCBr, O=C([O-])[O-], CS(C)=O, [Cl-], O=S1(=O)NCC(O)c2cc(Cl)sc21, [K+], [K+], [Na+]. Yields the product COCCCCN1CC(O)c2cc(Cl)sc2S1(=O)=O. As a reaction SMILES: [Br:20][CH2:21][CH2:22][CH2:23][CH2:24][O:25][CH3:26].[C:14](=[O:15])([O-:16])[O-:17].[CH3:29][S:30]([CH3:31])=[O:32].[Cl-:28].[Cl:1][c:2]1[cH:3][c:4]2[c:9]([s:10]1)[S:8](=[O:11])(=[O:12])[NH:7][CH2:6][CH:5]2[OH:13].[K+:18].[K+:19].[Na+:27]>>[Cl:1][c:2]1[cH:3][c:4]2[c:9]([s:10]1)[S:8](=[O:11])(=[O:12])[N:7]([CH2:21][CH2:22][CH2:23][CH2:24][O:25][CH3:26])[CH2:6][CH:5]2[OH:13]. Yields the product COc1cc2ncnc(Nc3cccc(Cl)c3F)c2cc1CN(C)C1(C(=O)O)CCCN(C(=O)OC(C)(C)C)C1. RXN SMILES: [C:1]([CH3:2])([CH3:3])([CH3:4])[O:5][C:6](=[O:7])[N:8]1[CH2:9][C:10]([C:14](=[O:15])[OH:16])([NH:17][CH2:18][c:19]2[cH:20][c:21]3[c:22]([NH:31][c:32]4[c:33]([F:39])[c:34]([Cl:38])[cH:35][cH:36][cH:37]4)[n:23][cH:24][n:25][c:26]3[cH:27][c:28]2[O:29][CH3:30])[CH2:11][CH2:12][CH2:13]1.[C:42]([O:43][BH-:44]([O:45][C:46](=[O:47])[CH3:48])[O:49][C:50](=[O:51])[CH3:52])(=[O:53])[CH3:54].[C:56](=[O:57])([O-:58])[OH:59].[CH2:40]=[O:41].[CH3:61][C:62](=[O:63])[OH:64].[Cl:65][CH2:66][Cl:67].[Na+:55].[Na+:60]>>[C:1]([CH3:2])([CH3:3])([CH3:4])[O:5][C:6](=[O:7])[N:8]1[CH2:9][C:10]([C:14](=[O:15])[OH:16])([N:17]([CH2:18][c:19]2[cH:20][c:21]3[c:22]([NH:31][c:32]4[c:33]([F:39])[c:34]([Cl:38])[cH:35][cH:36][cH:37]4)[n:23][cH:24][n:25][c:26]3[cH:27][c:28]2[O:29][CH3:30])[CH3:42])[CH2:11][CH2:12][CH2:13]1. The reactants are COc1cc2ncnc(Nc3cccc(Cl)c3F)c2cc1CNC1(C(=O)O)CCCN(C(=O)OC(C)(C)C)C1, CC(=O)O[BH-](OC(C)=O)OC(C)=O, O=C([O-])O, C=O, CC(=O)O, ClCCl, [Na+], [Na+].